The task is: describe an organic reaction: reactants, conditions, products, and yield. This data is from the Open Reaction Database (ORD), a public repository of structured organic reaction records. The reactants are O=C([O-])[O-], CN(C)C=O, ClCCOCCCl, [K+], [K+], O, COCOc1ccc(C2COc3cc(OCOC)ccc3C2(O)c2ccc(O)cc2)cc1. The product is COCOc1ccc(C2COc3cc(OCOC)ccc3C2(O)c2ccc(OCCOCCCl)cc2)cc1. As a reaction SMILES: [C:40](=[O:41])([O-:42])[O-:43].[CH3:47][N:48]([CH3:49])[CH:50]=[O:51].[Cl:33][CH2:34][CH2:35][O:36][CH2:37][CH2:38][Cl:39].[K+:44].[K+:45].[OH2:46].[OH:1][C:2]1([c:26]2[cH:27][cH:28][c:29]([OH:32])[cH:30][cH:31]2)[CH:3]([c:16]2[cH:17][cH:18][c:19]([O:22][CH2:23][O:24][CH3:25])[cH:20][cH:21]2)[CH2:4][O:5][c:6]2[cH:7][c:8]([O:12][CH2:13][O:14][CH3:15])[cH:9][cH:10][c:11]21>>[OH:1][C:2]1([c:26]2[cH:27][cH:28][c:29]([O:32][CH2:38][CH2:37][O:36][CH2:35][CH2:34][Cl:33])[cH:30][cH:31]2)[CH:3]([c:16]2[cH:17][cH:18][c:19]([O:22][CH2:23][O:24][CH3:25])[cH:20][cH:21]2)[CH2:4][O:5][c:6]2[cH:7][c:8]([O:12][CH2:13][O:14][CH3:15])[cH:9][cH:10][c:11]21. Starting materials: BrC1=NC(=CC(=C1)C(F)(F)F)C1=CC=C(C=C1)C(F)(F)F (2-bromo-4-trifluoromethyl-6-(4-trifluoromethylphenyl)-pyridine), IC=1N=CNC1 (4-iodo-imidazole). The product is IC=1N=CN(C1)C1=NC(=CC(=C1)C(F)(F)F)C1=CC=C(C=C1)C(F)(F)F (2-(4-Iodo-imidazol-1-yl)-4-trifluoromethyl-6-(4-trifluoromethyl-phenyl)-pyridine). Reaction SMILES: Br[C:2]1[CH:7]=[C:6]([C:8]([F:11])([F:10])[F:9])[CH:5]=[C:4]([C:12]2[CH:17]=[CH:16][C:15]([C:18]([F:21])([F:20])[F:19])=[CH:14][CH:13]=2)[N:3]=1.[I:22][C:23]1[N:24]=[CH:25][NH:26][CH:27]=1>>[I:22][C:23]1[N:24]=[CH:25][N:26]([C:2]2[CH:7]=[C:6]([C:8]([F:11])([F:10])[F:9])[CH:5]=[C:4]([C:12]3[CH:17]=[CH:16][C:15]([C:18]([F:21])([F:20])[F:19])=[CH:14][CH:13]=3)[N:3]=2)[CH:27]=1. Reported procedure: The title compound was prepared 2-bromo-4-trifluoromethyl-6-(4-trifluoromethylphenyl)-pyridine (example A.19) (2.22 g, 6 mmol) and commercially available 4-iodo-imidazole (1.28 g, 6.6 mmol) according to the general procedure IVa. Obtained as a white solid (2.70 g, 86%, 92% purity). MS (ISP) 484.2 [(M+H)+]. The reactants are C(C(C)C)[Al](CC(C)C)CC(C)C (triisobutylaluminum), CCCCCCC (heptane), C(C(C)C)[Al](CC(C)C)CC(C)C (TiBA), solution. Reaction conditions: temperature 60 celsius. The product is C=CC.C=CCC.C=CCCCC (Propene 1-butene 1-hexene). Reaction SMILES: [CH2:1]([Al](CC(C)C)CC(C)C)[CH:2](C)[CH3:3].[CH3:14][CH2:15][CH2:16][CH2:17][CH2:18][CH2:19]C>>[CH2:1]=[CH:2][CH3:3].[CH2:14]=[CH:15][CH2:16][CH3:17].[CH2:14]=[CH:15][CH2:16][CH2:17][CH2:18][CH3:19] |f:2.3.4|. Procedure: 20 mmol of triisobutylaluminum (TiBA, 10 ml of a 2 molar solution in heptane) were placed in a dry 10 l autoclave which had been flushed with N2. After addition of 150 mg of antistatic solution (Stadis® 450, Du Pont), 2000 g of liquid propene, 40 g of 1-butene (2% by weight) and 40 g of 1-hexene (2% by weight) were metered in. At room temperature, 905 mg of the supported metallocene catalyst prepared in Example 1 were then blown in via a lock by means of N2. The autoclave was subsequently heated... Starting materials: COc1cc(C(=O)Oc2ccc(C(=O)OCc3ccccc3)cc2)ccc1C12CC3CC(CC(C3)C1)C2, CCOCC, C1COCCO1. The product is COc1cc(C(=O)Oc2ccc(C(=O)O)cc2)ccc1C12CC3CC(CC(C3)C1)C2. As a reaction SMILES: [C:1]12([c:11]3[c:12]([O:36][CH3:37])[cH:13][c:14]([C:15](=[O:16])[O:17][c:18]4[cH:19][cH:20][c:21]([C:22](=[O:23])[O:24][CH2:25][c:26]5[cH:27][cH:28][cH:29][cH:30][cH:31]5)[cH:32][cH:33]4)[cH:34][cH:35]3)[CH2:2][CH:3]3[CH2:4][CH:5]([CH2:6][CH:7]([CH2:8]1)[CH2:9]3)[CH2:10]2.[CH2:44]([O:45][CH2:46][CH3:47])[CH3:48].[O:38]1[CH2:39][CH2:40][O:41][CH2:42][CH2:43]1>>[C:1]12([c:11]3[c:12]([O:36][CH3:37])[cH:13][c:14]([C:15](=[O:16])[O:17][c:18]4[cH:19][cH:20][c:21]([C:22](=[O:23])[OH:24])[cH:32][cH:33]4)[cH:34][cH:35]3)[CH2:2][CH:3]3[CH2:4][CH:5]([CH2:6][CH:7]([CH2:8]1)[CH2:9]3)[CH2:10]2. Reactants: C(C1=CC=CC=C1)ONCCCCCCN1C2=C(OC3=C(C1=O)C=CC=C3)C=CC=C2 (10-(6-(benzyloxyamino)hexyl)dibenzo[b,f][1,4]oxazepin-11(10H)-one), C(=O)O (formic acid), C(=O)(N1C=NC=C1)N1C=NC=C1 (1,1′-Carbonyldiimidazole). Solvent: C1CCOC1 (THF), C1CCOC1 (THF), C(C)(=O)OCC (ethyl acetate). Run at temperature 0 celsius, time 3 hour. Product: C(C1=CC=CC=C1)ON(C=O)CCCCCCN1C2=C(OC3=C(C1=O)CCC=C3)C=CC=C2 (N-(benzyloxy)-N-(6-(11-oxodibenzo[b,f][1,4]oxazepin-10(1H)-yl)hexyl)formamide). Isolated yield 50.0%. Reaction SMILES: [C:1](N1C=CN=C1)(N1C=CN=C1)=[O:2].[CH2:13]([O:20][NH:21][CH2:22][CH2:23][CH2:24][CH2:25][CH2:26][CH2:27][N:28]1[C:34](=[O:35])[C:33]2[CH:36]=[CH:37][CH:38]=[CH:39][C:32]=2[O:31][C:30]2[CH:40]=[CH:41][CH:42]=[CH:43][C:29]1=2)[C:14]1[CH:19]=[CH:18][CH:17]=[CH:16][CH:15]=1.C(O)=O>C1COCC1.C(OCC)(=O)C>[CH2:13]([O:20][N:21]([CH2:22][CH2:23][CH2:24][CH2:25][CH2:26][CH2:27][N:28]1[C:34](=[O:35])[C:33]2[CH2:36][CH2:37][CH:38]=[CH:39][C:32]=2[O:31][C:30]2[CH:40]=[CH:41][CH:42]=[CH:43][C:29]1=2)[CH:1]=[O:2])[C:14]1[CH:19]=[CH:18][CH:17]=[CH:16][CH:15]=1. Procedure: 1,1′-Carbonyldiimidazole (1.26 g, 7.8 mmol) was dissolved in THF (15 mL) and the mixture was cooled at 0° C. Title compound 402 (0.646 g, 1.56 mmol) and formic acid in solution in THF (5 mL) was added. The reaction mixture was stirred at room temperature for 3 hours then diluted in ethyl acetate. The organic phase was washed with a saturated aqueous solution of bicarbonate, water and brine, then evaporated. The residue was purified by flash chromatography (30-50% ethyl acetate in hexanes) to aff...